describe an organic reaction: reactants, conditions, products, and yield From a dataset of the Open Reaction Database (ORD), a public repository of structured organic reaction records. Starting materials: O (H2O), C(#N)C1=CC=C(C(=O)CC(=O)OC)C=C1 (Methyl p-cyanobenzoylacetate), C(#N)C1=CC=C(CBr)C=C1 (p-cyanobenzyl bromide), C(=O)([O-])[O-].[K+].[K+] (K2CO3). Solvent: C(C)(=O)OCC (ethyl acetate), CN(C)C=O (DMF). Reaction conditions: time 1.5 hour. Product: C(#N)C1=CC=C(C=C1)CC(C(=O)OC)C(C1=CC=C(C=C1)C#N)=O (Methyl 3-(p-Cyanophenyl)-2-(p-cyanobenzoyl)propionate). Reaction SMILES: [C:1]([C:3]1[CH:15]=[CH:14][C:6]([C:7]([CH2:9][C:10]([O:12][CH3:13])=[O:11])=[O:8])=[CH:5][CH:4]=1)#[N:2].[C:16]([C:18]1[CH:25]=[CH:24][C:21]([CH2:22]Br)=[CH:20][CH:19]=1)#[N:17].C([O-])([O-])=O.[K+].[K+].O>CN(C=O)C.C(OCC)(=O)C>[C:16]([C:18]1[CH:25]=[CH:24][C:21]([CH2:22][CH:9]([C:7](=[O:8])[C:6]2[CH:14]=[CH:15][C:3]([C:1]#[N:2])=[CH:4][CH:5]=2)[C:10]([O:12][CH3:13])=[O:11])=[CH:20][CH:19]=1)#[N:17] |f:2.3.4|. Reported procedure: Methyl p-cyanobenzoylacetate (17.77 g, 0.087 mole) and p-cyanobenzyl bromide (17.16 g, 0.087 mole) were combined in 525 ml DMF under N2. K2CO3 (12.1 g, 0.087 mole) was added, the slurry stirred 1.5 hours and finally poured into a mixture of 2.5 liters H2O and 0.5 liter ethyl acetate. The organic layer was separated, washed with fresh H2O and then brine, stripped to dryness, and the residue slurried in ether to yield title product: 14.83 g (53.6%); m.p. 154°-157°; tlc (4:1 toluene:ethyl acetate) ... The reactants are COC=1C(=CC2=C(OC=C2CCC2=CC=CC=C2)C1)[C@H]1[C@H](OC(C(C)(C)C)=O)[C@@H](OC(C(C)(C)C)=O)[C@H](OC(C(C)(C)C)=O)[C@H](O1)COC(C(C)(C)C)=O (1-[6-methoxy-3-(2-phenylethyl)-benzo[b]furan-5-yl]-1-deoxy-2,3,4,6-tetra-O-pivaloyl-β-D-glucopyranose), C[O-].[Na+] (sodium methoxide). The solvent is CO (methanol). Run at temperature 50 celsius, time 6 hour. Product: COC=1C(=CC2=C(OC=C2CCC2=CC=CC=C2)C1)[C@H]1[C@H](O)[C@@H](O)[C@H](O)[C@H](O1)CO (1-[6-Methoxy-3-(2-phenylethyl)benzo[b]furan-5-yl]-1-deoxy-β-D-glucopyranose). The yield is 90.6%. RXN SMILES: [CH3:1][O:2][C:3]1[C:4]([C@@H:20]2[O:46][C@H:45]([CH2:47][O:48]C(=O)C(C)(C)C)[C@@H:37]([O:38]C(=O)C(C)(C)C)[C@H:29]([O:30]C(=O)C(C)(C)C)[C@H:21]2[O:22]C(=O)C(C)(C)C)=[CH:5][C:6]2[C:10]([CH2:11][CH2:12][C:13]3[CH:18]=[CH:17][CH:16]=[CH:15][CH:14]=3)=[CH:9][O:8][C:7]=2[CH:19]=1.C[O-].[Na+]>CO>[CH3:1][O:2][C:3]1[C:4]([C@@H:20]2[O:46][C@H:45]([CH2:47][OH:48])[C@@H:37]([OH:38])[C@H:29]([OH:30])[C@H:21]2[OH:22])=[CH:5][C:6]2[C:10]([CH2:11][CH2:12][C:13]3[CH:14]=[CH:15][CH:16]=[CH:17][CH:18]=3)=[CH:9][O:8][C:7]=2[CH:19]=1 |f:1.2|. Reported procedure: To a suspension of 1-[6-methoxy-3-(2-phenylethyl)-benzo[b]furan-5-yl]-1-deoxy-2,3,4,6-tetra-O-pivaloyl-β-D-glucopyranose (0.03 g) in methanol (4 mL) was added sodium methoxide (28% methanol solution, 0.038 mL), and the mixture was stirred at 50° C. for 6 hours. The reaction mixture was purified directly by column chromatography on silica gel (eluent: dichloromethane/methanol=10/1-5/1) to give the title compound (0.015 g). The reactants are NCC(=O)N[C@@H](CC1=CC=C(C=C1)O)C(=O)O (N-glycyl-L-tyrosine), C(C)OC([C@@H](N)CC1=CC=C(C=C1)O)=O (L-tyrosine ethyl ester), ClCC(=O)Cl (chloroacetyl chloride). The product is C(C)OC([C@@H](NC(CCl)=O)CC1=CC=C(C=C1)O)=O (N-chloroacetyl-L-tyrosine ethyl ester). As a reaction SMILES: NCC(N[C@H](C(O)=O)CC1C=CC(O)=CC=1)=O.[CH2:18]([O:20][C:21](=[O:32])[C@H:22]([CH2:24][C:25]1[CH:30]=[CH:29][C:28]([OH:31])=[CH:27][CH:26]=1)[NH2:23])[CH3:19].[Cl:33][CH2:34][C:35](Cl)=[O:36]>>[CH2:18]([O:20][C:21](=[O:32])[C@H:22]([CH2:24][C:25]1[CH:26]=[CH:27][C:28]([OH:31])=[CH:29][CH:30]=1)[NH:23][C:35](=[O:36])[CH2:34][Cl:33])[CH3:19]. Reported procedure: A process for producing N-glycyl-L-tyrosine is disclosed in Berichte der Deutschen Chemischen Gesellschaft, p. 2486 (1904). In the process, L-tyrosine is subjected to a reaction with 1.1 equivalents of chloroacetyl chloride and an aqueous solution of sodium hydroxide to obtain N-chloroacetyl-L-tyrosine, which is then made to react with aqueous ammonia to prepare N-glycyl-L-tyrosine. This process gives N-chloroacetyl-L-tyrosine, which is an intermediate for the synthesis of N-glycyl-L-tyrosine, i... Starting materials: C(=O)(OCC)C(C)(C)SCC1=CC=C(C=C1)OC (2-(carboethoxy)-2-(4-methoxybenzylthio)propane), [OH-].[K+] (potassium hydroxide), O (water), O1CCCC1 (tetrahydrofuran). The solvent is C(C)O (ethanol). Run at time 1 hour. The product is C(=O)(O)C(C)(C)SCC1=CC=C(C=C1)OC (2-(carboxy)-2-(4-methoxybenzylthio)propane). The yield is 81.2%. RXN SMILES: [C:1]([C:6]([S:9][CH2:10][C:11]1[CH:16]=[CH:15][C:14]([O:17][CH3:18])=[CH:13][CH:12]=1)([CH3:8])[CH3:7])([O:3]CC)=[O:2].O.O1CCCC1.[OH-].[K+]>C(O)C>[C:1]([C:6]([S:9][CH2:10][C:11]1[CH:12]=[CH:13][C:14]([O:17][CH3:18])=[CH:15][CH:16]=1)([CH3:7])[CH3:8])([OH:3])=[O:2] |f:3.4|. Reported procedure: Dissolve 2-(carboethoxy)-2-(4-methoxybenzylthio)propane (1.05 g, 3.91 mmol) in a mixture of 95% ethanol (18 mL), water (9 mL) and tetrahydrofuran (10 mL). Add potassium hydroxide (1.4 g, 25 mmol) and stir at room temperature for 2 hours then at 55° C. for 1 hour. Evaporate the solvent in vacuo and partition between water (50 mL) and ether (50 mL). Acidify to pH 1 with concentrated hydrochloric acid and extract into methylene chloride (50 mL). Dry (Na2SO4) and evaporate the solvent in vacuo to gi... Starting materials: [Li]CCCC (n-BuLi), [Br-].C1(=CC=CC=C1)C(C1=CC=CC=C1)(C1=CC=CC=C1)[PH3+] (triphenylmethylphosphonium bromide), O=C1CSC2=C(N1)C=C(C=C2)C=O (3-oxo-3,4-dihydro-2H-benzo[1,4]thiazine-6-carboxaldehyde). Solvent: C1CCOC1 (THF). Run at time 3 hour. Yields the product C(=C)C=1C=CC2=C(NC(CS2)=O)C1 (6-Vinyl-4H-benzo[1,4]thiazin-3-one). Isolated yield 62.7%. Reaction SMILES: [Br-].C1([C:8]([PH3+])([C:15]2C=CC=CC=2)[C:9]2[CH:14]=[CH:13][CH:12]=[CH:11][CH:10]=2)C=CC=CC=1.[Li]CCCC.[O:27]=[C:28]1[NH:33]C2C=C(C=O)C=CC=2[S:30][CH2:29]1>C1COCC1>[CH:8]([C:9]1[CH:10]=[CH:11][C:12]2[S:30][CH2:29][C:28](=[O:27])[NH:33][C:13]=2[CH:14]=1)=[CH2:15] |f:0.1|. Procedure details: To a stirred suspension of triphenylmethylphosphonium bromide (20.0 mmole) in dry THF (40 mL) at RT was added 2.5 M n-BuLi (7.5 mL, 3.0 mmole). After 3 h, 3-oxo-3,4-dihydro-2H-benzo[1,4]thiazine-6-carboxaldehyde (1.93 g, 10.0 mmole) was added and the reaction contents were stirred at RT overnight. The reaction solution was filtered and the filtrate concentrated, dissolved in EtOAc and washed with 1 M HCl (20 mL). The organic solution was dried (Na2SO4) and concentrated under vacuum. Purification... Starting materials: FC1=C(C(=O)O)C=C(C=C1F)S(NC)(=O)=O (2,3-Difluoro-5-methylsulfamoyl-benzoic acid), FC(C1=CC=C(C=C1)N1CCNCC1)(F)F (1-(4-trifluromethylphenyl)piperazine). The product is FC=1C=C(C=C(C1F)C(=O)N1CCN(CC1)C1=CC=C(C=C1)C(F)(F)F)S(=O)(=O)NC (3,4-Difluoro-N-methyl-5-[4-(4-trifluoromethyl-phenyl)-piperazine-1-carbonyl]-benzenesulfonamide). RXN SMILES: [F:1][C:2]1[C:10]([F:11])=[CH:9][C:8]([S:12](=[O:16])(=[O:15])[NH:13][CH3:14])=[CH:7][C:3]=1[C:4]([OH:6])=O.[F:17][C:18]([F:32])([F:31])[C:19]1[CH:24]=[CH:23][C:22]([N:25]2[CH2:30][CH2:29][NH:28][CH2:27][CH2:26]2)=[CH:21][CH:20]=1>>[F:11][C:10]1[CH:9]=[C:8]([S:12]([NH:13][CH3:14])(=[O:16])=[O:15])[CH:7]=[C:3]([C:4]([N:28]2[CH2:27][CH2:26][N:25]([C:22]3[CH:21]=[CH:20][C:19]([C:18]([F:31])([F:32])[F:17])=[CH:24][CH:23]=3)[CH2:30][CH2:29]2)=[O:6])[C:2]=1[F:1]. Procedure: The title compound was prepared in analogy to Example BO by reaction of 2,3-Difluoro-5-methylsulfamoyl-benzoic acid and 1-(4-trifluromethylphenyl)piperazine (ABCR F07741NB, [30459-17-7]) to yield the title compound as a light yellow amorpous solid. (m/e): 462.1 (M−H, 100%).